The task is: describe an organic reaction: reactants, conditions, products, and yield. This data is from the Open Reaction Database (ORD), a public repository of structured organic reaction records. Reactants: Cl.Cl.NCCNC1=NC(=NC=C1)N (N4-(2-aminoethyl)pyrimidine-2,4-diamine dihydrochloride), ClC=1C2=C(N=C(N1)N)C1=C(CCC2)C=CC=C1 (4-chloro-6,7-dihydro-5H-benzo[6,7]cyclohepta[1,2-d]pyrimidin-2-amine). The solvent is [OH-].[Na+] (sodium hydroxide), COCCO (2-methoxyethanol). Conditions: temperature 130 celsius. Yields the product NC1=NC=CC(=N1)NCCNC=1C2=C(N=C(N1)N)C1=C(CCC2)C=CC=C1 (N4-{2-[(2-aminopyrimidin-4-yl)amino]ethyl}-6,7-dihydro-5H-benzo[6,7]cyclohepta[1,2-d]pyrimidine-2,4-diamine). RXN SMILES: Cl.Cl.[NH2:3][CH2:4][CH2:5][NH:6][C:7]1[CH:12]=[CH:11][N:10]=[C:9]([NH2:13])[N:8]=1.Cl[C:15]1[C:16]2[CH2:26][CH2:25][CH2:24][C:23]3[CH:27]=[CH:28][CH:29]=[CH:30][C:22]=3[C:17]=2[N:18]=[C:19]([NH2:21])[N:20]=1>COCCO.[OH-].[Na+]>[NH2:13][C:9]1[N:8]=[C:7]([NH:6][CH2:5][CH2:4][NH:3][C:15]2[C:16]3[CH2:26][CH2:25][CH2:24][C:23]4[CH:27]=[CH:28][CH:29]=[CH:30][C:22]=4[C:17]=3[N:18]=[C:19]([NH2:21])[N:20]=2)[CH:12]=[CH:11][N:10]=1 |f:0.1.2,5.6|. Procedure: The product of Example 1E (155 mg, 0.686 mmol) and the product of Example 1C (140 mg, 0.571 mmol) were combined in 2-methoxyethanol (0.8 mL) and heated to 130° C. for three hours. The mixture was diluted with 1 N aqueous sodium hydroxide and extracted twice with methylene chloride. The organic layers were combined and dried over sodium sulfate and the mixture was absorbed on silica gel and purified using silica gel chromatography, eluting with a gradient of 7 N ammonia in methanol in methylene c... Starting materials: C(=O)C=1C=C2CC(CC2=CC1)CNS(=O)(=O)C1=CC=C(C=C1)Cl (5-formyl-2-[(4-chlorophenyl)sulfonylaminomethyl]indan), C(=O)(OCC)C=P(C1=CC=CC=C1)(C1=CC=CC=C1)C1=CC=CC=C1 (carboethoxymethylene triphenylphosphoran), C(Cl)Cl (methylene chloride). Reaction conditions: time 16 hour. Yields the product C(C)OC(\C=C\C=1C=C2CC(CC2=CC1)CNS(=O)(=O)C1=CC=C(C=C1)Cl)=O (ethyl-trans-3-[2-[(4chlorophenyl)sulfonylaminomethyl]indan-5-yl]acrylate). Isolated yield 77.0%. As a reaction SMILES: C([C:3]1[CH:4]=[C:5]2[C:9](=[CH:10][CH:11]=1)[CH2:8][CH:7]([CH2:12][NH:13][S:14]([C:17]1[CH:22]=[CH:21][C:20]([Cl:23])=[CH:19][CH:18]=1)(=[O:16])=[O:15])[CH2:6]2)=O.[C:24]([CH:29]=P(C1C=CC=CC=1)(C1C=CC=CC=1)C1C=CC=CC=1)([O:26][CH2:27][CH3:28])=[O:25].[CH2:49](Cl)Cl>>[CH2:27]([O:26][C:24](=[O:25])/[CH:29]=[CH:49]/[C:3]1[CH:4]=[C:5]2[C:9](=[CH:10][CH:11]=1)[CH2:8][CH:7]([CH2:12][NH:13][S:14]([C:17]1[CH:22]=[CH:21][C:20]([Cl:23])=[CH:19][CH:18]=1)(=[O:15])=[O:16])[CH2:6]2)[CH3:28]. Procedure: To 20 ml of methylene chloride, 1.29 g (3.68 mmol) of 5-formyl-2-[(4-chlorophenyl)sulfonylaminomethyl]indan and 1.28 g (3.68 mmol) of carboethoxymethylene triphenylphosphoran were added and stirred for 16 hours at room temperature. The reaction solution was purified by silica gel column chromatography.(chloroform), and the precipitates obtained were recrystallized from a solvent mixture of ethyl acetate and hexane. 1.18 g of colorless crystals were obtained. Yield: 77% Conditions: time 3 hour. Isolated yield 79.5%. Reported procedure: To a solution of 4-hydroxy-2-(4-fluorophenyl)benzoic acid (4.5 g; 0.019 mol) in DMF (90 ml) cooled to 0° C. under an argon atmosphere was added in sequence NMM (6.4 ml; 0.058 mol), L-methionine methyl ester hydrochloride (4.0 g; 0.020 mol), EDC (4.47 g; 0.023 mol) and HOBT (2.7 g; 0.020 mol) and the reaction warmed to ambient temperature and stirred for 3 hours. The DMF was removed in vacuo and the residue partitioned between ethyl acetate and water. The organic phase was washed with water and b... Product: OC1=CC(=C(C(=O)N[C@H](C(=O)OC)CCSC)C=C1)C1=CC=C(C=C1)F (methyl (2S)-2-[4-hydroxy-2-(4-fluorophenyl)benzoylamino]-4-methylsulfanylbutyrate). RXN SMILES: [OH:1][C:2]1[CH:10]=[CH:9][C:5]([C:6]([OH:8])=O)=[C:4]([C:11]2[CH:16]=[CH:15][C:14]([F:17])=[CH:13][CH:12]=2)[CH:3]=1.CN1CCOCC1.Cl.[CH3:26][O:27][C:28](=[O:35])[C@H:29]([CH2:31][CH2:32][S:33][CH3:34])[NH2:30].C(Cl)CCl.C1C=CC2N(O)N=NC=2C=1>CN(C=O)C>[OH:1][C:2]1[CH:10]=[CH:9][C:5]([C:6]([NH:30][C@@H:29]([CH2:31][CH2:32][S:33][CH3:34])[C:28]([O:27][CH3:26])=[O:35])=[O:8])=[C:4]([C:11]2[CH:16]=[CH:15][C:14]([F:17])=[CH:13][CH:12]=2)[CH:3]=1 |f:2.3|. Solvent: CN(C)C=O (DMF). Reactants: CN1CCOCC1 (NMM), Cl.COC([C@@H](N)CCSC)=O (L-methionine methyl ester hydrochloride), C(CCl)Cl (EDC), C=1C=CC2=C(C1)N=NN2O (HOBT), OC1=CC(=C(C(=O)O)C=C1)C1=CC=C(C=C1)F (4-hydroxy-2-(4-fluorophenyl)benzoic acid). Reactants: Brc1cnc(Br)s1, O=C([O-])[O-], CN(C)C=O, CC1CNCC(C)N1, [K+], [K+], O. The product is CC1CN(c2ncc(Br)s2)CC(C)N1. RXN SMILES: [Br:1][c:2]1[s:3][c:4]([Br:7])[cH:5][n:6]1.[C:16](=[O:17])([O-:18])[O-:19].[CH3:22][N:23]([CH3:24])[CH:25]=[O:26].[CH3:8][CH:9]1[NH:10][CH:11]([CH3:15])[CH2:12][NH:13][CH2:14]1.[K+:20].[K+:21].[OH2:27]>>[c:2]1([N:13]2[CH2:12][CH:11]([CH3:15])[NH:10][CH:9]([CH3:8])[CH2:14]2)[s:3][c:4]([Br:7])[cH:5][n:6]1. Yields the product FC(C1=NN=C2N1N=C(C=C2)N2C[C@H]1CC[C@@H](C2)N1C(=O)OC(C)(C)C)(F)F ((1R,5S)-tert-butyl 3-(3-(trifluoromethyl)-[1,2,4]triazolo[4,3-b]pyridazin-6-yl)-3,8-diazabicyclo[3.2.1]octane-8-carboxylate). Run in C(C)O (ethanol). Reported procedure: A stirred solution of 6-chloro-3-(trifluoromethyl)-[1,2,4]triazolo[4,3-b]pyridazine (312 mg, 1.40 mmol), (1R,5S)-tert-butyl 3,8-diazabicyclo[3.2.1]octane-8-carboxylate (312 mg, 1.47 mmol) and DIPEA (0.36 ml, 2.10 mmol) in ethanol (7.00 ml) was heated at 70° C. for 18 hours. On cooling a white precipitate formed which was collected by filtration, washed with ethanol (10 mL) and dried under vacuum to afford (1R,5S)-tert-butyl 3-(3-(trifluoromethyl)-[1,2,4]triazolo[4,3-b]pyridazin-6-yl)-3,8-diazabi... The yield is 68.8%. As a reaction SMILES: Cl[C:2]1[CH:3]=[CH:4][C:5]2[N:6]([C:8]([C:11]([F:14])([F:13])[F:12])=[N:9][N:10]=2)[N:7]=1.[C@@H:15]12[N:22]([C:23]([O:25][C:26]([CH3:29])([CH3:28])[CH3:27])=[O:24])[C@@H:19]([CH2:20][CH2:21]1)[CH2:18][NH:17][CH2:16]2.CCN(C(C)C)C(C)C>C(O)C>[F:12][C:11]([F:14])([F:13])[C:8]1[N:6]2[N:7]=[C:2]([N:17]3[CH2:16][C@H:15]4[N:22]([C:23]([O:25][C:26]([CH3:29])([CH3:28])[CH3:27])=[O:24])[C@H:19]([CH2:20][CH2:21]4)[CH2:18]3)[CH:3]=[CH:4][C:5]2=[N:10][N:9]=1. Reactants: ClC=1C=CC=2N(N1)C(=NN2)C(F)(F)F (6-chloro-3-(trifluoromethyl)-[1,2,4]triazolo[4,3-b]pyridazine), [C@H]12CNC[C@H](CC1)N2C(=O)OC(C)(C)C ((1R,5S)-tert-butyl 3,8-diazabicyclo[3.2.1]octane-8-carboxylate), CCN(C(C)C)C(C)C (DIPEA). Reactants: CCCC1CCC(c2ccc(CC#N)cc2)CC1, CO, [K+], [OH-], O. The product is CCCC1CCC(c2ccc(CC(=O)O)cc2)CC1. Reaction SMILES: [CH2:1]([CH2:2][CH3:3])[CH:4]1[CH2:5][CH2:6][CH:7]([c:10]2[cH:11][cH:12][c:13]([CH2:14][C:15]#[N:16])[cH:17][cH:18]2)[CH2:8][CH2:9]1.[CH3:22][OH:23].[K+:21].[OH-:20].[OH2:19]>>[CH2:1]([CH2:2][CH3:3])[CH:4]1[CH2:5][CH2:6][CH:7]([c:10]2[cH:11][cH:12][c:13]([CH2:14][C:15](=[O:19])[OH:20])[cH:17][cH:18]2)[CH2:8][CH2:9]1. The reactants are compound C, N(N)C1CCSCC1 (4-hydrazinotetrahydrothiopyran), COC=1C=C(C=CC1OC)C1=NN(C([C@H]2CCCC[C@@H]12)=O)CCO ((cis)-4-(3,4-Dimethoxyphenyl)-2-(2-hydroxy-1-ethyl)-4a,5,6,7,8,8a-hexahydro-2H-phthalazin-1-one). The product is COC=1C=C(C=CC1OC)C1=NN(C([C@H]2CC=CC[C@@H]12)=O)C1CCSCC1 ((cis)-4-(3,4-Dimethoxyphenyl)-2-(tetrahydrothiopyran-4-yl)-4a,5,8,8a-tetrahydro-2H-phthalazin-1-one). RXN SMILES: [NH:1]([CH:3]1[CH2:8][CH2:7][S:6][CH2:5][CH2:4]1)[NH2:2].[CH3:9][O:10][C:11]1[CH:12]=[C:13]([C:19]2[C@H:28]3[C@H:23]([CH2:24][CH2:25][CH2:26][CH2:27]3)[C:22](=[O:29])N(CCO)N=2)[CH:14]=[CH:15][C:16]=1[O:17][CH3:18]>>[CH3:9][O:10][C:11]1[CH:12]=[C:13]([C:19]2[C@H:28]3[C@H:23]([CH2:24][CH:25]=[CH:26][CH2:27]3)[C:22](=[O:29])[N:1]([CH:3]3[CH2:8][CH2:7][S:6][CH2:5][CH2:4]3)[N:2]=2)[CH:14]=[CH:15][C:16]=1[O:17][CH3:18]. Reported procedure: Prepared from compound C and 4-hydrazinotetrahydrothiopyran as described for compound 35. Crystallized from methanol. M.p. 140°-141° C.